Dataset: the Open Reaction Database (ORD), a public repository of structured organic reaction records. Task: describe an organic reaction: reactants, conditions, products, and yield Starting materials: BrC=1SC2=C(N1)C=C(C(=C2C2=CC=C(C=C2)Cl)[C@@H](C(=O)OCC)OC(C)(C)C)C ((S)-ethyl 2-(2-bromo-7-(4-chlorophenyl)-5-methylbenzo[d]thiazol-6-yl)-2-tert-butoxyacetate), CN1C=NC2=C1C=C(C=C2)B(O)O (1-methyl-1H-benzo[d]imidazol-6-ylboronic acid), C(=O)([O-])[O-].[K+].[K+] (K2CO3). Reagents/catalysts: C=1C=CC(=CC1)[P](C=2C=CC=CC2)(C=3C=CC=CC3)[Pd]([P](C=4C=CC=CC4)(C=5C=CC=CC5)C=6C=CC=CC6)([P](C=7C=CC=CC7)(C=8C=CC=CC8)C=9C=CC=CC9)[P](C=1C=CC=CC1)(C=1C=CC=CC1)C=1C=CC=CC1 (Pd(PPh3)4). The solvent is CCOC(=O)C (EtOAc). Reaction conditions: temperature 100 celsius. The product is C(C)(C)(C)O[C@H](C(=O)OCC)C1=C(C2=C(N=C(S2)C=2C=CC3=C(N(C=N3)C)C2)C=C1C)C1=CC=C(C=C1)Cl ((S)-ethyl 2-tert-butoxy-2-(7-(4-chlorophenyl)-5-methyl-2-(1-methyl-1H-benzo[d]imidazol-6-yl)benzo[d]thiazol-6-yl)acetate). RXN SMILES: Br[C:2]1[S:3][C:4]2[C:10]([C:11]3[CH:16]=[CH:15][C:14]([Cl:17])=[CH:13][CH:12]=3)=[C:9]([C@H:18]([O:24][C:25]([CH3:28])([CH3:27])[CH3:26])[C:19]([O:21][CH2:22][CH3:23])=[O:20])[C:8]([CH3:29])=[CH:7][C:5]=2[N:6]=1.[CH3:30][N:31]1[C:35]2[CH:36]=[C:37](B(O)O)[CH:38]=[CH:39][C:34]=2[N:33]=[CH:32]1.C([O-])([O-])=O.[K+].[K+]>CCOC(C)=O.C1C=CC([P]([Pd]([P](C2C=CC=CC=2)(C2C=CC=CC=2)C2C=CC=CC=2)([P](C2C=CC=CC=2)(C2C=CC=CC=2)C2C=CC=CC=2)[P](C2C=CC=CC=2)(C2C=CC=CC=2)C2C=CC=CC=2)(C2C=CC=CC=2)C2C=CC=CC=2)=CC=1>[C:25]([O:24][C@@H:18]([C:9]1[C:8]([CH3:29])=[CH:7][C:5]2[N:6]=[C:2]([C:37]3[CH:38]=[CH:39][C:34]4[N:33]=[CH:32][N:31]([CH3:30])[C:35]=4[CH:36]=3)[S:3][C:4]=2[C:10]=1[C:11]1[CH:16]=[CH:15][C:14]([Cl:17])=[CH:13][CH:12]=1)[C:19]([O:21][CH2:22][CH3:23])=[O:20])([CH3:28])([CH3:27])[CH3:26] |f:2.3.4,^1:58,60,79,98|. Procedure: A microwave vial was charged with (S)-ethyl 2-(2-bromo-7-(4-chlorophenyl)-5-methylbenzo[d]thiazol-6-yl)-2-tert-butoxyacetate (75 mg, 0.15 mmol), 1-methyl-1H-benzo[d]imidazol-6-ylboronic acid (34 mg, 0.19 mmol), then Pd(PPh3)4 (34 mg, 0.03 mmol). The vial was flushed with argon, diluted with dioxane (1.5 mL) and to this was added 2M aqueous K2CO3 (0.25 mL, 0.50 mmol). The vial was sealed, heated to 100° C. for 2 hours, and then allowed to cool to room temperature. The mixture was diluted with EtO... Reactants: potassium tertiary butylate, Cl (hydrochloric acid), C(C(C)C)C=1C=C(C=CC1OCC1=NC2=CC=CC=C2C=C1)CC(=O)OC (methyl 2-[3-isobutyl-4-(quinolin-2-yl-methoxy)phenyl]acetate), C1(CCCCC1)Br (cyclohexyl bromide). Run in CN(C)C=O (DMF), CN(C)C=O (DMF). Run at temperature 0 celsius. The product is C(C(C)C)C=1C=C(C=CC1OCC1=NC2=CC=CC=C2C=C1)C(C(=O)OC)C1CCCCC1 (Methyl 2-[3-isobutyl-4-(quinolin-2-yl-methoxy)phenyl]-2-cyclohexylacetate). Reaction SMILES: [CH2:1]([C:5]1[CH:6]=[C:7]([CH2:23][C:24]([O:26][CH3:27])=[O:25])[CH:8]=[CH:9][C:10]=1[O:11][CH2:12][C:13]1[CH:22]=[CH:21][C:20]2[C:15](=[CH:16][CH:17]=[CH:18][CH:19]=2)[N:14]=1)[CH:2]([CH3:4])[CH3:3].[CH:28]1(Br)[CH2:33][CH2:32][CH2:31][CH2:30][CH2:29]1.Cl>CN(C=O)C>[CH2:1]([C:5]1[CH:6]=[C:7]([CH:23]([CH:28]2[CH2:33][CH2:32][CH2:31][CH2:30][CH2:29]2)[C:24]([O:26][CH3:27])=[O:25])[CH:8]=[CH:9][C:10]=1[O:11][CH2:12][C:13]1[CH:22]=[CH:21][C:20]2[C:15](=[CH:16][CH:17]=[CH:18][CH:19]=2)[N:14]=1)[CH:2]([CH3:4])[CH3:3]. Reported procedure: 12 g (0.003 mol) of methyl 2-[3-isobutyl-4-(quinolin-2-yl-methoxy)phenyl]acetate and 6.52 g (0.04 mol)=4.9 ml of cyclohexyl bromide are dissolved in 36 ml of DMF under an argon atmosphere and the solution is cooled to 0° C. 4.88 g (0.04 mol) of potassium tertiary butylate, dissolved in 80 ml of DMF, are added dropwise thereto with stirring. After a reaction time of about 2 hours the temperature is allowed to rise to RT and the mixture is acidified with 2N hydrochloric acid and evaporated to dryn... The reactants are CCCc1cc(C(OCOC)(C(F)(F)F)C(F)(F)F)ccc1Oc1cncc(Br)c1, [C-]#N, [C-]#N, CN(C)C=O, O, [Zn+2]. Yields the product CCCc1cc(C(OCOC)(C(F)(F)F)C(F)(F)F)ccc1Oc1cncc(C#N)c1. As a reaction SMILES: [Br:1][c:2]1[cH:3][n:4][cH:5][c:6]([O:8][c:9]2[c:10]([CH2:28][CH2:29][CH3:30])[cH:11][c:12]([C:15]([C:16]([F:17])([F:18])[F:19])([C:20]([F:21])([F:22])[F:23])[O:24][CH2:25][O:26][CH3:27])[cH:13][cH:14]2)[cH:7]1.[C-:37]#[N:38].[C-:40]#[N:41].[CH3:32][N:33]([CH3:34])[CH:35]=[O:36].[OH2:31].[Zn+2:39]>>[c:2]1([C:32]#[N:33])[cH:3][n:4][cH:5][c:6]([O:8][c:9]2[c:10]([CH2:28][CH2:29][CH3:30])[cH:11][c:12]([C:15]([C:16]([F:17])([F:18])[F:19])([C:20]([F:21])([F:22])[F:23])[O:24][CH2:25][O:26][CH3:27])[cH:13][cH:14]2)[cH:7]1. Starting materials: CN1CCOCC1 (N-methylmorpholine), NCCN(CC(C(=O)O)NC(C=1C(C(=O)O)=CC=CC1)=O)C(=O)OCC (N-{2-[(2-amino-ethyl)-ethoxycarbonyl-amino]-1-carboxy-ethyl}-phthalamic acid), C1(=CC=CC=C1)P(=O)(C1=CC=CC=C1)N=[N+]=[N-] (diphenylphosphoryl azide). The solvent is CN(C=O)C (dimethylformamide). Run at time 10 minute. The product is C(C)OC(=O)N1CCNC(C(C1)N1C(C2=CC=CC=C2C1=O)=O)=O ((+/−)-6-(1,3-Dioxo-1,3-dihydro-isoindol-2-yl)-5-oxo-[1,4]diazepane-1-carboxylic acid ethyl ester). Isolated yield 33.4%. As a reaction SMILES: [NH2:1][CH2:2][CH2:3][N:4]([C:22]([O:24][CH2:25][CH3:26])=[O:23])[CH2:5][CH:6]([NH:10][C:11](=[O:21])[C:12]1[C:13](=[CH:17][CH:18]=[CH:19][CH:20]=1)[C:14]([OH:16])=O)[C:7](O)=[O:8].CN1CCOCC1.C1(P(N=[N+]=[N-])(C2C=CC=CC=2)=O)C=CC=CC=1>CN(C)C=O>[CH2:25]([O:24][C:22]([N:4]1[CH2:5][CH:6]([N:10]2[C:11](=[O:21])[C:12]3[C:13](=[CH:17][CH:18]=[CH:19][CH:20]=3)[C:14]2=[O:16])[C:7](=[O:8])[NH:1][CH2:2][CH2:3]1)=[O:23])[CH3:26]. Procedure details: To a solution of 150.00 g (208.00 mmol) of N-{2-[(2-amino-ethyl)-ethoxycarbonyl-amino]-1-carboxy-ethyl}-phthalamic acid dissolved in 3 L of anhydrous dimethylformamide was added 75.50 mL (686.40 mmol) of N-methylmorpholine. The resulting mixture was stirred at room temperature for 10 min and 143.00 g (520.00 mmol) of diphenylphosphoryl azide was added. The mixture was stirred at room temperature for 36 h and evaporated to dryness. The mixture was dissolved in dichloromethane, washed with a satur... The reactants are [H-].[Na+] (NaH), BrCC(C)O (1-bromo-2-propanol), BrC1=NNC(=C1[N+](=O)[O-])Br (3,5-dibromo-4-nitropyrazole). The solvent is CN(C)C=O (DMF), CN(C)C=O (DMF), CN(C)C=O (DMF). Conditions: temperature 80 celsius. Product: BrC1=NN(C(=C1[N+](=O)[O-])Br)CC(C)O (1-(3,5-dibromo-4-nitropyrazol-1-yl)-propan-2-ol). As a reaction SMILES: [Br:1][C:2]1[C:6]([N+:7]([O-:9])=[O:8])=[C:5]([Br:10])[NH:4][N:3]=1.[H-].[Na+].Br[CH2:14][CH:15]([OH:17])[CH3:16]>CN(C=O)C>[Br:1][C:2]1[C:6]([N+:7]([O-:9])=[O:8])=[C:5]([Br:10])[N:4]([CH2:14][CH:15]([OH:17])[CH3:16])[N:3]=1 |f:1.2|. Procedure details: A mixture of 3,5-dibromo-4-nitropyrazole (2) (40.0 g; 147 mmol) in DMF (200 ml) was added over 15 minutes to a suspension of NaH (6.5 g, 162 mmol; 60% dispersion in oil, prewashed with hexane) in DMF (320 ml) with stirring and under an inert atmosphere. After stirring for 35 minutes, a solution of 1-bromo-2-propanol (26.8 ml; 221 mmol) in DMF (80 ml) was added dropwise. The reaction mixture was heated at 80° C. for 2 hours and the DMF was then evaporated off under reduced pressure. A mixture of ... The reactants are CN(C)C=O, CCOC(C)=O, Fc1ccc(N2CCN(CCCCl)CC2)cc1, [H-], O=S1(=O)Nc2cccc3c2N1CCC3, [Na+], O. Yields the product O=S1(=O)N(CCCN2CCN(c3ccc(F)cc3)CC2)c2cccc3c2N1CCC3. Reaction SMILES: [CH3:35][N:36]([CH3:37])[CH:38]=[O:39].[CH3:40][CH2:41][O:42][C:43](=[O:44])[CH3:45].[Cl:17][CH2:18][CH2:19][CH2:20][N:21]1[CH2:22][CH2:23][N:24]([c:27]2[cH:28][cH:29][c:30]([F:33])[cH:31][cH:32]2)[CH2:25][CH2:26]1.[H-:15].[NH:1]1[S:2](=[O:13])(=[O:14])[N:3]2[CH2:4][CH2:5][CH2:6][c:7]3[cH:8][cH:9][cH:10][c:11]1[c:12]32.[Na+:16].[OH2:34]>>[N:1]1([CH2:18][CH2:19][CH2:20][N:21]2[CH2:22][CH2:23][N:24]([c:27]3[cH:28][cH:29][c:30]([F:33])[cH:31][cH:32]3)[CH2:25][CH2:26]2)[S:2](=[O:13])(=[O:14])[N:3]2[CH2:4][CH2:5][CH2:6][c:7]3[cH:8][cH:9][cH:10][c:11]1[c:12]32.